describe an organic reaction: reactants, conditions, products, and yield From a dataset of the Open Reaction Database (ORD), a public repository of structured organic reaction records. Reactants: DNA, C1CNCC(C2=CC(=C(C(=C21)Cl)O)O)C3=CC=CC=C3 (SKF-81297), DNA, CCCN1C[C@@H](C[C@H]2[C@H]1CC3=CNC4=C3C2=CC=C4)CSC (pergolide). Product: NCCC1=CC(O)=C(O)C=C1 (Dopamine). Reaction SMILES: CCCN1[C@@H]2CC3C4C(=CC=CC=4NC=3)[C@H]2C[C@@H](CSC)C1.C1[C:33]2[C:28](=[CH:29][C:30]([OH:36])=[C:31]([OH:35])[C:32]=2Cl)[CH:27](C2C=CC=CC=2)[CH2:26][NH:25]C1>>[NH2:25][CH2:26][CH2:27][C:28]1[CH:33]=[CH:32][C:31]([OH:35])=[C:30]([OH:36])[CH:29]=1. Procedure: HEK cells were transfected with a DNA construct encoding D1-NLS-GFP (1.5 micrograms of DNA), and incubated with the agonist pergolide (10 micromolar) for 48 hours. At 6, 22, 30 and 42 hours after transfection, the cells were treated with fresh medium containing SKF-81297 (final concentration 10 micromolar). The cells were examined by confocal microscopy.